This data is from the Open Reaction Database (ORD), a public repository of structured organic reaction records. The task is: describe an organic reaction: reactants, conditions, products, and yield Starting materials: O=C1CCC(=O)N1Br, O=C(OOC(=O)c1ccccc1)c1ccccc1, ClC(Cl)(Cl)Cl, CCOC(=O)C=C(C)Oc1cccc(Cl)c1F. Product: CCOC(=O)C=C(CBr)Oc1cccc(Cl)c1F. RXN SMILES: [Br:18][N:19]1[C:20](=[O:21])[CH2:22][CH2:23][C:24]1=[O:25].[C:26]([O:27][O:28][C:29](=[O:30])[c:31]1[cH:32][cH:33][cH:34][cH:35][cH:36]1)(=[O:37])[c:38]1[cH:39][cH:40][cH:41][cH:42][cH:43]1.[C:44]([Cl:45])([Cl:46])([Cl:47])[Cl:48].[CH2:1]([CH3:2])[O:3][C:4]([CH:5]=[C:6]([CH3:7])[O:8][c:9]1[c:10]([F:16])[c:11]([Cl:15])[cH:12][cH:13][cH:14]1)=[O:17]>>[CH2:1]([CH3:2])[O:3][C:4]([CH:5]=[C:6]([CH2:7][Br:18])[O:8][c:9]1[c:10]([F:16])[c:11]([Cl:15])[cH:12][cH:13][cH:14]1)=[O:17]. Reactants: CC(N)c1ccc(Br)cc1, CC#N, C=CC(=O)c1ccccc1F. The product is CC(NCCC(=O)c1ccccc1F)c1ccc(Br)cc1. As a reaction SMILES: [Br:12][c:13]1[cH:14][cH:15][c:16]([CH:19]([CH3:20])[NH2:21])[cH:17][cH:18]1.[CH3:22][C:23]#[N:24].[F:1][c:2]1[c:3]([C:8]([CH:9]=[CH2:10])=[O:11])[cH:4][cH:5][cH:6][cH:7]1>>[F:1][c:2]1[c:3]([C:8]([CH2:9][CH2:10][NH:21][CH:19]([c:16]2[cH:15][cH:14][c:13]([Br:12])[cH:18][cH:17]2)[CH3:20])=[O:11])[cH:4][cH:5][cH:6][cH:7]1. Reactants: COC(C(C1=CC=C(C=C1)O)N)=O (amino-(4-hydroxy-phenyl)-acetic acid methyl ester), C(C)(C)N(C(C)C)CC (N,N-diisopropylethylamine), ClC(=O)OCC1C2=CC=CC=C2C=2C=CC=CC12 (9-fluorenylmethyl chlorformate). The solvent is ClCCl (dichloromethane). Reaction conditions: time 2 hour. Yields the product C1=CC=CC=2C3=CC=CC=C3C(C12)COC(=O)N[C@@H](C(=O)OC)C1=CC=C(C=C1)O (methyl(2R)-{[(9H-fluoren-9-ylmethoxy)carbonyl]amino}(4-hydroxyphenyl)ethanoate). Reaction SMILES: [CH3:1][O:2][C:3](=[O:13])[CH:4]([NH2:12])[C:5]1[CH:10]=[CH:9][C:8]([OH:11])=[CH:7][CH:6]=1.C(N(CC)C(C)C)(C)C.Cl[C:24]([O:26][CH2:27][CH:28]1[C:40]2[CH:39]=[CH:38][CH:37]=[CH:36][C:35]=2[C:34]2[C:29]1=[CH:30][CH:31]=[CH:32][CH:33]=2)=[O:25]>ClCCl>[CH:39]1[C:40]2[CH:28]([CH2:27][O:26][C:24]([NH:12][C@H:4]([C:5]3[CH:10]=[CH:9][C:8]([OH:11])=[CH:7][CH:6]=3)[C:3]([O:2][CH3:1])=[O:13])=[O:25])[C:29]3[C:34](=[CH:33][CH:32]=[CH:31][CH:30]=3)[C:35]=2[CH:36]=[CH:37][CH:38]=1. Reported procedure: To a 0° solution of 2.50 g (11.48 mmol) of amino-(4-hydroxy-phenyl)-acetic acid methyl ester (from Example 178) in 125 mL of dichloromethane was added 10 mL of N,N-diisopropylethylamine followed by 2.97 g (11.48 mmol) of 9-fluorenylmethyl chlorformate and the resulting mixture was stirred at 0° for 2 h and room temperature for 2 h. The reaction mixture was then concentrated and the residue was diluted with ethyl acetate and water. The organics were washed with water, dried over magnesium sulfate... Starting materials: NC1=NC=CC(=N1)N1N=C(C2=CC=C(C=C12)I)C(=O)N1CC(C1)O (1-{[1-(2-aminopyrimidin-4-yl)-6-iodo-1H-indazol-3-yl]carbonyl}azetidin-3-ol), N1CCCCC1 (piperidine), O1C(=NC=C1)C(C)(C#C)O (2-(1,3-oxazol-2-yl)but-3-yn-2-ol). The reagents and catalysts are C=1C=CC(=CC1)[P](C=2C=CC=CC2)(C=3C=CC=CC3)[Pd]([P](C=4C=CC=CC4)(C=5C=CC=CC5)C=6C=CC=CC6)([P](C=7C=CC=CC7)(C=8C=CC=CC8)C=9C=CC=CC9)[P](C=1C=CC=CC1)(C=1C=CC=CC1)C=1C=CC=CC1 (Pd(PPh3)4), [Cu]I (copper(I) iodide). Reaction conditions: temperature 35 celsius, time 2.5 hour. The product is NC1=NC=CC(=N1)N1N=C(C2=CC=C(C=C12)C#C[C@](C)(C1=NC=CC=N1)O)C(=O)N1CC(C1)O (1-{[1-(2-aminopyrimidin-4-yl)-6-[(3R)-3-hydroxy-3-(pyrimidin-2-yl)but-1-yn-1-yl]-1H-indazol-3-yl]carbonyl}azetidin-3-ol). RXN SMILES: [NH2:1][C:2]1[N:7]=[C:6]([N:8]2[C:16]3[C:11](=[CH:12][CH:13]=[C:14](I)[CH:15]=3)[C:10]([C:18]([N:20]3[CH2:23][CH:22]([OH:24])[CH2:21]3)=[O:19])=[N:9]2)[CH:5]=[CH:4][N:3]=1.[NH:25]1CCCC[CH2:26]1.O1[CH:35]=[CH:34][N:33]=[C:32]1[C:36]([OH:40])([C:38]#[CH:39])[CH3:37]>C1C=CC([P]([Pd]([P](C2C=CC=CC=2)(C2C=CC=CC=2)C2C=CC=CC=2)([P](C2C=CC=CC=2)(C2C=CC=CC=2)C2C=CC=CC=2)[P](C2C=CC=CC=2)(C2C=CC=CC=2)C2C=CC=CC=2)(C2C=CC=CC=2)C2C=CC=CC=2)=CC=1.[Cu]I>[NH2:1][C:2]1[N:7]=[C:6]([N:8]2[C:16]3[C:11](=[CH:12][CH:13]=[C:14]([C:39]#[C:38][C@@:36]([OH:40])([C:32]4[N:25]=[CH:26][CH:35]=[CH:34][N:33]=4)[CH3:37])[CH:15]=3)[C:10]([C:18]([N:20]3[CH2:23][CH:22]([OH:24])[CH2:21]3)=[O:19])=[N:9]2)[CH:5]=[CH:4][N:3]=1 |^1:44,46,65,84|. Procedure: To a pressure tube was added 1-{[1-(2-aminopyrimidin-4-yl)-6-iodo-1H-indazol-3-yl]carbonyl}azetidin-3-ol (150 mg, 0.34 mmol) followed by piperidine (2.0 mL), Pd(PPh3)4 (39.74 mg, 0.03 mmol), copper(I) iodide (6.5 mg, 0.03 mmol) and 2-(1,3-oxazol-2-yl)but-3-yn-2-ol (70.74 mg, 0.5 mmol). The reaction vessel was capped and stirred at 35° C. for 2.5 hr. The reaction mixture was concentrated in vacuo. DCM (5 mL×2) added and the mixture was concentration in vacuo. The crude material purified by column...